Dataset: the Open Reaction Database (ORD), a public repository of structured organic reaction records. Task: describe an organic reaction: reactants, conditions, products, and yield Reactants: C(C)(C)(C)OC(CCCOC1=C(C=CC=C1)NCC(C1=CC(=C(C=C1)Cl)Br)=O)=O (4-{2-[(3-Bromo-4-chloro-benzoyl)methyl-amino]-phenoxy}-butyric acid tert-butyl ester), BrC=1C=C(C(=O)N(C)C2=C(C=CC=C2)O)C=CC1Cl (3-bromo-4-chloro-N-(2-hydroxy-phenyl)-N-methyl-benzamide). The product is C(C)(C)(C)OC(CCCOC1=C(C=CC=C1)N(C)C(C1=CC(=C(C=C1)Cl)Br)=O)=O (4-{2-[(3-Bromo-4-chloro-benzoyl)-methyl-amino]-phenoxy}-butyric acid tert-butyl ester). Reaction SMILES: [C:1]([O:5][C:6](=[O:29])[CH2:7][CH2:8][CH2:9]OC1C=CC=CC=1NCC(=O)C1C=CC(Cl)=C(Br)C=1)([CH3:4])([CH3:3])[CH3:2].[Br:30][C:31]1[CH:32]=[C:33]([CH:45]=[CH:46][C:47]=1[Cl:48])[C:34]([N:36]([C:38]1[CH:43]=[CH:42][CH:41]=[CH:40][C:39]=1[OH:44])[CH3:37])=[O:35]>>[C:1]([O:5][C:6](=[O:29])[CH2:7][CH2:8][CH2:9][O:44][C:39]1[CH:40]=[CH:41][CH:42]=[CH:43][C:38]=1[N:36]([C:34](=[O:35])[C:33]1[CH:45]=[CH:46][C:47]([Cl:48])=[C:31]([Br:30])[CH:32]=1)[CH3:37])([CH3:4])([CH3:3])[CH3:2]. Procedure: 4-{2-[(3-Bromo-4-chloro-benzoyl)methyl-amino]-phenoxy}-butyric acid tert-butyl ester (6.24 g) was similarly prepared according to Step 3C as a light yellow solid from 3-bromo-4-chloro-N-(2-hydroxy-phenyl)-N-methyl-benzamide (7.9 g, 23.2 mmol). MS [M-tert-but]+: 426.0/428.0; tR=2.69 min. (method 1) Reactants: OC(CN1C(=CC(=C1)C(C(F)(F)F)(O)C=1C=C2C=NN(C2=CC1)C1=CC=C(C=C1)F)C#N)CO (1-(2,3-dihydroxypropyl)-4-{2,2,2-trifluoro-1-[1-(4-fluorophenyl)-1H-indazol-5-yl]-1-hydroxyethyl}-1H-pyrrole-2-carbonitrile), I(=O)(=O)(=O)[O-].[Na+] (sodium periodate). Run in CC(=O)C (acetone), O (water). Conditions: time 8 hour. Yields the product O=CCN1C(=CC(=C1)C(C(F)(F)F)(O)C=1C=C2C=NN(C2=CC1)C1=CC=C(C=C1)F)C#N (1-(2-oxoethyl)-4-{2,2,2-trifluoro-1-[1-(4-fluorophenyl)-1H-indazol-5-yl]-1-hydroxyethyl}-1H-pyrrole-2-carbonitrile). Isolated yield 92.2%. RXN SMILES: [OH:1][CH:2](CO)[CH2:3][N:4]1[CH:8]=[C:7]([C:9]([C:15]2[CH:16]=[C:17]3[C:21](=[CH:22][CH:23]=2)[N:20]([C:24]2[CH:29]=[CH:28][C:27]([F:30])=[CH:26][CH:25]=2)[N:19]=[CH:18]3)([OH:14])[C:10]([F:13])([F:12])[F:11])[CH:6]=[C:5]1[C:31]#[N:32].I([O-])(=O)(=O)=O.[Na+]>CC(C)=O.O>[O:1]=[CH:2][CH2:3][N:4]1[CH:8]=[C:7]([C:9]([C:15]2[CH:16]=[C:17]3[C:21](=[CH:22][CH:23]=2)[N:20]([C:24]2[CH:25]=[CH:26][C:27]([F:30])=[CH:28][CH:29]=2)[N:19]=[CH:18]3)([OH:14])[C:10]([F:12])([F:13])[F:11])[CH:6]=[C:5]1[C:31]#[N:32] |f:1.2|. Procedure: To a solution of 242 mg (0.51 mmol) of 1-(2,3-dihydroxypropyl)-4-{2,2,2-trifluoro-1-[1-(4-fluorophenyl)-1H-indazol-5-yl]-1-hydroxyethyl}-1H-pyrrole-2-carbonitrile in 6 mL of acetone and 3 mL of water was added 114 mg (0.53 mmol) of sodium periodate. After stirring overnight, the solids were filtered and rinsed with acetone. The acetone was then concentrated in vacuo and the residue was diluted with brine and extracted with EtOAc. The combined organic layers were dried, filtered, and concentrated... Product: C(C)(C)(C)OC(NC(CC=C)(C(F)(F)F)C1=C(C=CC=C1)F)=O ([1-(2-Fluoro-phenyl)-1-trifluoromethyl-but-3-enyl]-carbamic acid tert-butyl ester). Conditions: time 30 minute. RXN SMILES: [C:1]([O:5][C:6](=[O:20])/[N:7]=[C:8](/[C:13]1[CH:18]=[CH:17][CH:16]=[CH:15][C:14]=1[F:19])\[C:9]([F:12])([F:11])[F:10])([CH3:4])([CH3:3])[CH3:2].[CH2:21]([Mg]Cl)[CH:22]=[CH2:23].C1COCC1>>[C:1]([O:5][C:6](=[O:20])[NH:7][C:8]([C:13]1[CH:18]=[CH:17][CH:16]=[CH:15][C:14]=1[F:19])([C:9]([F:10])([F:11])[F:12])[CH2:23][CH:22]=[CH2:21])([CH3:4])([CH3:2])[CH3:3]. Reported procedure: To a solution of [2,2,2-Trifluoro-1-(2-fluoro-phenyl)-eth-(Z)-ylidene]-carbamic acid tert-butyl ester (16.63 g, 57.1 mmol) in 170 mL THE at −75° was added dropwise allylmagnesium chloride solution 2 mol/L in THF (31.4 ml, 62.8 mmol). The reaction temperature was not allowed to exceed −60° C. After 30 minutes, the reaction was quenched with 10% aqueous NH4Cl and extracted with TBME. The organic phase was washed with brine, dried with MgSO4.H2O and evaporated. The crude product was chromatographed... Reactants: C(C)(C)(C)OC(\N=C(/C(F)(F)F)\C1=C(C=CC=C1)F)=O ([2,2,2-Trifluoro-1-(2-fluoro-phenyl)-eth-(Z)-ylidene]-carbamic acid tert-butyl ester), C(C=C)[Mg]Cl (allylmagnesium chloride), C1CCOC1 (THF). Reactants: O=C(n1ccnc1)n1ccnc1, CC(C)(C)OC(=O)NN, CCOC(C)=O, C1CCOC1, O, OCCc1ccc(O)cc1. Yields the product CC(C)(C)OC(=O)NNC(=O)OCCc1ccc(O)cc1. RXN SMILES: [C:1](=[O:2])([n:3]1[cH:4][cH:5][n:6][cH:7]1)[n:8]1[cH:9][cH:10][n:11][cH:12]1.[C:23]([NH:24][NH2:25])(=[O:26])[O:27][C:28]([CH3:29])([CH3:30])[CH3:31].[CH3:38][CH2:39][O:40][C:41](=[O:42])[CH3:43].[O:33]1[CH2:34][CH2:35][CH2:36][CH2:37]1.[OH2:32].[OH:13][CH2:14][CH2:15][c:16]1[cH:17][cH:18][c:19]([OH:20])[cH:21][cH:22]1>>[C:1](=[O:2])([O:13][CH2:14][CH2:15][c:16]1[cH:17][cH:18][c:19]([OH:20])[cH:21][cH:22]1)[NH:25][NH:24][C:23](=[O:26])[O:27][C:28]([CH3:29])([CH3:30])[CH3:31]. Starting materials: OC=1C(=CC2=CC=CC(=C2C1)O)C(=O)OCC (ethyl 3,5-dihydroxynaphthalene-2-carboxylate), [N+](=O)([O-])C=1C=C(C=C(C(C#N)O)C#N)C=CC1 (3-nitrobenzylidenemalonitrile), N1CCCCC1 (piperidine). Run in C(C)O (ethanol), CCOCC (ether). Product: NC1=C(C(C2=C(O1)C1=CC(=C(C=C1C=C2)C(=O)OCC)O)C2=CC(=CC=C2)[N+](=O)[O-])C#N (ethyl 2-amino-3-cyano-9-hydroxy-4-(3-nitrophenyl)-4H -naphtho[1,2-b]pyran-8-carboxylate). RXN SMILES: [OH:1][C:2]1[C:3]([C:13]([O:15][CH2:16][CH3:17])=[O:14])=[CH:4][C:5]2[C:10]([CH:11]=1)=[C:9]([OH:12])[CH:8]=[CH:7][CH:6]=2.[N+:18]([C:21]1[CH:22]=[C:23]([CH:32]=[CH:33][CH:34]=1)[CH:24]=[C:25]([C:30]#[N:31])[CH:26](O)C#N)([O-:20])=[O:19].[NH:35]1CCCCC1>C(O)C.CCOCC>[NH2:31][C:30]1[O:12][C:9]2[C:10]3[C:5]([CH:6]=[CH:7][C:8]=2[CH:24]([C:23]2[CH:32]=[CH:33][CH:34]=[C:21]([N+:18]([O-:20])=[O:19])[CH:22]=2)[C:25]=1[C:26]#[N:35])=[CH:4][C:3]([C:13]([O:15][CH2:16][CH3:17])=[O:14])=[C:2]([OH:1])[CH:11]=3. Procedure: To a solution of ethyl 3,5-dihydroxynaphthalene-2-carboxylate (4.5 g) in ethanol (40 ml) was added 3-nitrobenzylidenemalonitrile (3.9 g) and piperidine (1.95 ml). The mixture was heated under reflux for 15 minutes whereupon a yellow precipitate was observed to form. The mixture was allowed to cool to room temperature, diluted with ether (100 ml) and the solid filtered off to yield ethyl 2-amino-3-cyano-9-hydroxy-4-(3-nitrophenyl)-4H -naphtho[1,2-b]pyran-8-carboxylate as a yellow powder, m.p. 260... Reactants: C(C)(C)(C)OC(=O)N1CCN(CC1)C1=NC=C(C=C1)C1=NC(=NC=C1)NC1=CC2=C(N=C(N2)C)C=C1 (4-(2-(4-tert-butoxycarbonylpiperazin-1-yl)pyrid-5-yl)-N-(2-methylbenzimidazol-5-yl)-2-pyrimidineamine), Cl (hydrogen chloride), solution. Run in ClCCl (dichloromethane), CO (methanol), C(C)OCC (diethyl ether). Conditions: time 18 hour. Product: CC=1NC2=C(N1)C=CC(=C2)NC2=NC=CC(=N2)C=2C=CC(=NC2)N2CCNCC2 (N-(2-Methylbenzimidazol-5-yl)-4-(2-(1-piperazinyl)pyrid-5-yl)-2-pyrimidineamine). Yield: 35.1%. As a reaction SMILES: C(OC([N:8]1[CH2:13][CH2:12][N:11]([C:14]2[CH:19]=[CH:18][C:17]([C:20]3[CH:25]=[CH:24][N:23]=[C:22]([NH:26][C:27]4[CH:36]=[CH:35][C:30]5[N:31]=[C:32]([CH3:34])[NH:33][C:29]=5[CH:28]=4)[N:21]=3)=[CH:16][N:15]=2)[CH2:10][CH2:9]1)=O)(C)(C)C.Cl>ClCCl.CO.C(OCC)C>[CH3:34][C:32]1[NH:33][C:29]2[CH:28]=[C:27]([NH:26][C:22]3[N:21]=[C:20]([C:17]4[CH:18]=[CH:19][C:14]([N:11]5[CH2:12][CH2:13][NH:8][CH2:9][CH2:10]5)=[N:15][CH:16]=4)[CH:25]=[CH:24][N:23]=3)[CH:36]=[CH:35][C:30]=2[N:31]=1. Reported procedure: A solution of 4-(2-(4-tert-butoxycarbonylpiperazin-1-yl)pyrid-5-yl)-N-(2-methylbenzimidazol-5-yl)-2-pyrimidineamine (70 mg, 0.14 mmol) in a mixture of dichloromethane (5 ml) and methanol (3 ml) was treated with hydrogen chloride (5 ml of a 1M solution in diethyl ether, 5.00 mmol) then stirred for 18 h at room temperature. The precipitate which formed was collected by filtration then subjected to column chromatography (silica, 0.88 ammonia solution-methanol-dichloromethane, 1:5:94) to afford the ... Reactants: C(C(=O)Cl)(=O)Cl (oxalylchloride), FC1=C(C=CC(=C1)C(C)C=1N=C(SC1)C)C1=CC=CC=C1 (4-(1-(2-fluoro-4-biphenylyl)ethyl)-2-methylthiazole), C(CCC)NCCCC (di-n-butylamine), N1=CC=CC=C1 (pyridine). Solvent: O1CCCC1 (tetrahydrofuran), O1CCCC1 (tetrahydrofuran). Run at time 1 hour. The product is C(CCC)N(C(C(N(C=1SC=C(N1)C(C)C1=CC(=C(C=C1)C1=CC=CC=C1)F)C)=O)=O)CCCC (N',N'-di-n-butyl-N-methyl-N-(4-(1-(2-fluoro-4-biphenylyl)ethyl)thiazole-2-yl)oxamide). The yield is 9.0%. Reaction SMILES: [C:1](Cl)(=[O:5])[C:2](Cl)=[O:3].[F:7][C:8]1[CH:13]=[C:12]([CH:14]([C:16]2[N:17]=[C:18](C)[S:19][CH:20]=2)[CH3:15])[CH:11]=[CH:10][C:9]=1[C:22]1[CH:27]=[CH:26][CH:25]=[CH:24][CH:23]=1.[CH2:28]([NH:32][CH2:33][CH2:34][CH2:35][CH3:36])[CH2:29][CH2:30][CH3:31].[N:37]1C=CC=C[CH:38]=1>O1CCCC1>[CH2:28]([N:32]([CH2:33][CH2:34][CH2:35][CH3:36])[C:1](=[O:5])[C:2](=[O:3])[N:37]([CH3:38])[C:18]1[S:19][CH:20]=[C:16]([CH:14]([C:12]2[CH:11]=[CH:10][C:9]([C:22]3[CH:23]=[CH:24][CH:25]=[CH:26][CH:27]=3)=[C:8]([F:7])[CH:13]=2)[CH3:15])[N:17]=1)[CH2:29][CH2:30][CH3:31]. Procedure details: To oxalylchloride (1.22 g, 9.61 mmol) in tetrahydrofuran (20 ml) was added dropwise 4-(1-(2-fluoro-4-biphenylyl)ethyl)-2-methylthiazole (1.00 g, 3.20 mmol) in tetrahydrofuran (10 ml). After the addition, the mixture was stirred for 1 h at room temperature, then to the mixture was added dropwise di-n-butylamine (4.14 g, 32.0 mmol) in pyridine (5 ml) under cooling. After the addition, the mixture was stirred for 1 h at room temperature and extracted with ethyl acetate. The extracts were washed wit...